From a dataset of the Open Reaction Database (ORD), a public repository of structured organic reaction records. describe an organic reaction: reactants, conditions, products, and yield The reactants are C(C1=CC=CC=C1)(=O)OCC1OCCS1=O (2-BENZOYLOXYMETHYL-3-OXO-1,3-OXATHIOLANE). The reagents and catalysts are C(C)(=O)[O-].C(CCC)[N+](CCCC)(CCCC)CCCC (tetra-n-butylammonium acetate). The solvent is C(C)(=O)OC(C)=O (acetic anhydride). The product is C(C1=CC=CC=C1)(=O)OCC1OCC(S1)OC(C)=O (2-BENZOYLOXYMETHYL-4-ACETOXY-1,3-OXATHIOLANE). Isolated yield 120.0%. RXN SMILES: [C:1]([O:9][CH2:10][CH:11]1[S:15](=O)[CH2:14][CH2:13][O:12]1)(=[O:8])[C:2]1[CH:7]=[CH:6][CH:5]=[CH:4][CH:3]=1>C([O-])(=O)C.C([N+](CCCC)(CCCC)CCCC)CCC.C(OC(=O)C)(=O)C>[C:1]([O:9][CH2:10][CH:11]1[S:15][CH:14]([O:9][C:1](=[O:8])[CH3:2])[CH2:13][O:12]1)(=[O:8])[C:2]1[CH:7]=[CH:6][CH:5]=[CH:4][CH:3]=1 |f:1.2|. Procedure details: A mixture of 2-benzoyloxymethyl-3-oxo-1,3-oxathiolane (example 3) (10.5 g), tetra-n-butylammonium acetate (17 g) in acetic anhydride (250 ml) was heated at 110° to 120° C. under argon for 14 hours and cooled to room temperature. Excess acetic anhydride was removed under reduced pressure. The residue was dissolved in methylene chloride (500 ml), washed first with saturated aqueous NaHCO3 (2×200 ml), then with brine solution (200 ml), dried over MgSO4, filtered and evaporated in vacuo. The residue...